Dataset: the Open Reaction Database (ORD), a public repository of structured organic reaction records. Task: describe an organic reaction: reactants, conditions, products, and yield Starting materials: C([O-])([O-])=O.[Cs+].[Cs+] (cesium carbonate), BrCCN1C=CC=C1 (1-(2-bromoethyl)pyrrole), C(C)(=O)OC=1C=CC=2C3=C(C(=NC2C1)N)N=C(S3)CCC (4-amino-2-propylthiazolo[4,5-c]quinolin-7-ol acetate), C([O-])([O-])=O.[Cs+].[Cs+] (cesium carbonate), CN(C)C=O (DMF), BrCCN1C=CC=C1 (1-(2-Bromoethyl)pyrrole), C([O-])([O-])=O.[Cs+].[Cs+] (cesium carbonate), BrCCN1C=CC=C1 (1-(2-bromoethyl)pyrrole). Solvent: ClCCl (dichloromethane). Conditions: temperature 75 celsius, time 10 minute. The product is C(CC)C=1SC2=C(C(=NC=3C=C(C=CC23)OCCN2C=CC=C2)N)N1 (2-propyl-7-[2-(pyrrol-1-yl)ethoxy]thiazolo[4,5-c]quinolin-4-amine). Isolated yield 40.6%. As a reaction SMILES: [C:1]([O:4][C:5]1[CH:6]=[CH:7][C:8]2[C:9]3[S:18][C:17]([CH2:19][CH2:20][CH3:21])=[N:16][C:10]=3[C:11]([NH2:15])=[N:12][C:13]=2[CH:14]=1)(=O)[CH3:2].C(=O)([O-])[O-].[Cs+].[Cs+].CN(C=O)C.BrCC[N:36]1[CH:40]=[CH:39][CH:38]=[CH:37]1>ClCCl>[CH2:19]([C:17]1[S:18][C:9]2[C:8]3[CH:7]=[CH:6][C:5]([O:4][CH2:1][CH2:2][N:36]4[CH:40]=[CH:39][CH:38]=[CH:37]4)=[CH:14][C:13]=3[N:12]=[C:11]([NH2:15])[C:10]=2[N:16]=1)[CH2:20][CH3:21] |f:1.2.3|. Procedure: A mixture of 4-amino-2-propylthiazolo[4,5-c]quinolin-7-ol acetate (318 mg, 1.0 mmol), cesium carbonate (1.3 g, 4.0 mmol), and DMF (20 mL) was stirred at 75° C. for 10 minutes. 1-(2-Bromoethyl)pyrrole (200 mg, 1.1 mmol) was added dropwise over a period of 10 minutes. After 3 hours an additional equivalent of cesium carbonate was added in a single portion followed by the dropwise addition of an equivalent of 1-(2-bromoethyl)pyrrole. The reaction mixture was stirred overnight and then an additional...